From a dataset of the Open Reaction Database (ORD), a public repository of structured organic reaction records. describe an organic reaction: reactants, conditions, products, and yield Starting materials: BrC=1C=CC(=NC1)C (5-bromo-2-methylpyridine), [Li]CCCC (n-BuLi), CN(C)C=O (DMF). Solvent: C1CCOC1 (THF). Reaction conditions: time 1 hour. Product: CC1=NC=C(C=O)C=C1 (6-methylnicotinaldehyde). Yield: 72.0%. RXN SMILES: Br[C:2]1[CH:3]=[CH:4][C:5]([CH3:8])=[N:6][CH:7]=1.[Li]CCCC.CN([CH:17]=[O:18])C>C1COCC1>[CH3:8][C:5]1[CH:4]=[CH:3][C:2]([CH:17]=[O:18])=[CH:7][N:6]=1. Reported procedure: To a solution of 5-bromo-2-methylpyridine (151; 10 g, 58.1 mmol) in THF (150 mL) was added n-BuLi (2.5 M, 25.6 mL) at −78° C. The reaction mixture was stirred at this temperature for 1 h. DMF (1.30 mL) was then added and the resulting reaction mixture was stirred for 1 h at −78° C. The reaction was quenched by the addition of aq. NH4Cl. Upon warming to room temperature, the mixture was extracted with EtOAc. The combined organic layers were dried (Na2SO4) and concentrated under reduced pressure. ... The reactants are CN(C=O)C (dimethylformamide), CI (methyl iodide), [H-].[Na+] (sodium hydride), C(=O)(OC(C)(C)C)N[C@@H](CC1=CC=C(C=C1)I)C(=O)O (N-BOC-4-iodophenylalanine), CI (methyl iodide), [H-].[Na+] (sodium hydride), suspension. Solvent: O1CCCC1 (tetrahydrofuran). Conditions: temperature 0 celsius, time 1 hour. Yields the product C(=O)(OC(C)(C)C)N([C@@H](CC1=CC=C(C=C1)I)C(=O)O)C (N-BOC-N-methyl-4-iodophenylalanine). As a reaction SMILES: [C:1]([NH:8][C@H:9]([C:18]([OH:20])=[O:19])[CH2:10][C:11]1[CH:16]=[CH:15][C:14]([I:17])=[CH:13][CH:12]=1)([O:3][C:4]([CH3:7])([CH3:6])[CH3:5])=[O:2].CI.[H-].[Na+].[CH3:25]N(C)C=O>O1CCCC1>[C:1]([N:8]([CH3:25])[C@H:9]([C:18]([OH:20])=[O:19])[CH2:10][C:11]1[CH:12]=[CH:13][C:14]([I:17])=[CH:15][CH:16]=1)([O:3][C:4]([CH3:5])([CH3:7])[CH3:6])=[O:2] |f:2.3|. Reported procedure: Following the procedure of Boger and Yohannes (J. Org. Chem. 53, 487 (1988), a solution of N-BOC-4-iodophenylalanine (391 mg, 1 mmol) and methyl iodide (156 μL, 2.5 mmol) in tetrahydrofuran (5 mL) at 0° C. was added 60% sodium hydride in oil suspension (100 mg, 2.5 mmol). The resulting mixture was stirred at 0° C. for 1 hr and then at room temperature for 16 hr. Added dimethylformamide (1 mL) and additional methyl iodide (156 μL, 2.5 mmol) and 60% sodium hydride (100 mg, 2.5 mmol) and heated at ... The reactants are CCCCOCCOCCOCC=1C=C2C(=CC1CCC)OCO2 (piperonyl butoxide), C([C@@H]1[C@@H]2[C@@H]([C@H]([C@H](O1)O[C@@H]3[C@H](O[C@@H]([C@@H]([C@H]3O)O)O[C@@H]4[C@H](O[C@@H]([C@@H]([C@H]4O)O)O[C@@H]5[C@H](OC([C@@H]([C@H]5O)O)OC6[C@H](OC([C@@H]([C@H]6O)O)C7[C@H](OC([C@@H]([C@H]7O)O)O[C@@H]8[C@H](O[C@@H]([C@@H]([C@H]8O)O)O[C@@H]9[C@H](O[C@H](O2)[C@@H]([C@H]9O)O)CO)CO)CO)CO)CO)CO)CO)O)O)O (γ-cyclodextrin). The product is C([C@@H]1[C@@H]2[C@@H]([C@H]([C@H](O1)O[C@@H]3[C@H](O[C@@H]([C@@H]([C@H]3O)O)O[C@@H]4[C@H](O[C@@H]([C@@H]([C@H]4O)O)O[C@@H]5[C@H](OC([C@@H]([C@H]5O)O)OC6[C@H](OC([C@@H]([C@H]6O)O)C7[C@H](OC([C@@H]([C@H]7O)O)O[C@@H]8[C@H](O[C@@H]([C@@H]([C@H]8O)O)O[C@@H]9[C@H](O[C@H](O2)[C@@H]([C@H]9O)O)CO)CO)CO)CO)CO)CO)CO)O)O)O.CCCCOCCOCCOCC=1C=C2C(=CC1CCC)OCO2 (γ-cyclodextrin piperonyl butoxide). Reaction SMILES: [CH3:1][CH2:2][CH2:3][CH2:4][O:5][CH2:6][CH2:7][O:8][CH2:9][CH2:10][O:11][CH2:12][C:13]1[CH:14]=[C:15]2[O:24][CH2:23][O:22][C:16]2=[CH:17][C:18]=1[CH2:19][CH2:20][CH3:21].[CH2:25]([OH:111])[C@H:26]1[O:31][C@@H:30]2[O:32][C@H:33]3[C@H:38]([OH:39])[C@@H:37]([OH:40])[C@@H:36]([O:41][C@H:42]4[C@H:47]([OH:48])[C@@H:46]([OH:49])[C@@H:45]([O:50][C@H:51]5[C@H:56]([OH:57])[C@@H:55]([OH:58])[CH:54]([O:59][CH:60]6[C@H:65]([OH:66])[C@@H:64]([OH:67])[CH:63]([CH:68]7[C@H:73]([OH:74])[C@@H:72]([OH:75])[CH:71]([O:76][C@H:77]8[C@H:82]([OH:83])[C@@H:81]([OH:84])[C@@H:80]([O:85][C@H:86]9[C@H:92]([OH:93])[C@@H:91]([OH:94])[C@@H:89]([O:90][C@H:27]1[C@H:28]([OH:110])[C@H:29]2[OH:109])[O:88][C@@H:87]9[CH2:95][OH:96])[O:79][C@@H:78]8[CH2:97][OH:98])[O:70][C@@H:69]7[CH2:99][OH:100])[O:62][C@@H:61]6[CH2:101][OH:102])[O:53][C@@H:52]5[CH2:103][OH:104])[O:44][C@@H:43]4[CH2:105][OH:106])[O:35][C@@H:34]3[CH2:107][OH:108]>>[CH2:25]([OH:111])[C@H:26]1[O:31][C@@H:30]2[O:32][C@H:33]3[C@H:38]([OH:39])[C@@H:37]([OH:40])[C@@H:36]([O:41][C@H:42]4[C@H:47]([OH:48])[C@@H:46]([OH:49])[C@@H:45]([O:50][C@H:51]5[C@H:56]([OH:57])[C@@H:55]([OH:58])[CH:54]([O:59][CH:60]6[C@H:65]([OH:66])[C@@H:64]([OH:67])[CH:63]([CH:68]7[C@H:73]([OH:74])[C@@H:72]([OH:75])[CH:71]([O:76][C@H:77]8[C@H:82]([OH:83])[C@@H:81]([OH:84])[C@@H:80]([O:85][C@H:86]9[C@H:92]([OH:93])[C@@H:91]([OH:94])[C@@H:89]([O:90][C@H:27]1[C@H:28]([OH:110])[C@H:29]2[OH:109])[O:88][C@@H:87]9[CH2:95][OH:96])[O:79][C@@H:78]8[CH2:97][OH:98])[O:70][C@@H:69]7[CH2:99][OH:100])[O:62][C@@H:61]6[CH2:101][OH:102])[O:53][C@@H:52]5[CH2:103][OH:104])[O:44][C@@H:43]4[CH2:105][OH:106])[O:35][C@@H:34]3[CH2:107][OH:108].[CH3:1][CH2:2][CH2:3][CH2:4][O:5][CH2:6][CH2:7][O:8][CH2:9][CH2:10][O:11][CH2:12][C:13]1[CH:14]=[C:15]2[O:24][CH2:23][O:22][C:16]2=[CH:17][C:18]=1[CH2:19][CH2:20][CH3:21] |f:2.3|. Procedure: 1.5 g (1.16 millimoles) of γ-cyclodextrin are dissolved in 10 ml of distilled water at room temperature whereupon a solution of 0.5 ml (0.53 g, 1.56 millimoles) of piperonyl butoxide in 10 ml of 96% by Vol. ethanol is added. One proceeds furtheron as described in Example 1. Thus 1.32 g of an inclusion complex of γ-cyclodextrin and piperonyl butoxide are obtained. The piperonyl butoxide content of the complex amounts to 26.5% which corresponds to a molar ratio of 1.38 moles of PBO/1 moles of γ-cy... Reactants: CCOc1ccc(C(C)(C)COCc2cccc(Oc3ccccc3)c2)cc1Br, CCOc1ccc(C(C)(C)COCc2cccc(Oc3ccccc3)c2)cc1, c1ccccc1. Yields the product CCOc1ccc(C(C)(C)CO)cc1, Cc1cccc(Oc2ccccc2)c1. Reaction SMILES: [Br:29][c:30]1[cH:31][c:32]([C:33]([CH3:34])([CH3:35])[CH2:36][O:37][CH2:38][c:39]2[cH:40][cH:41][cH:42][c:43]([O:44][c:45]3[cH:46][cH:47][cH:48][cH:49][cH:50]3)[cH:51]2)[cH:52][cH:53][c:54]1[O:55][CH2:56][CH3:57].[CH2:1]([CH3:2])[O:3][c:4]1[cH:5][cH:6][c:7]([C:10]([CH2:11][O:12][CH2:13][c:14]2[cH:15][c:16]([O:20][c:21]3[cH:22][cH:23][cH:24][cH:25][cH:26]3)[cH:17][cH:18][cH:19]2)([CH3:27])[CH3:28])[cH:8][cH:9]1.[cH:58]1[cH:59][cH:60][cH:61][cH:62][cH:63]1>>[CH2:1]([CH3:2])[O:3][c:4]1[cH:5][cH:6][c:7]([C:10]([CH2:11][OH:12])([CH3:27])[CH3:28])[cH:8][cH:9]1.[CH3:13][c:14]1[cH:15][c:16]([O:20][c:21]2[cH:22][cH:23][cH:24][cH:25][cH:26]2)[cH:17][cH:18][cH:19]1. Reactants: CC1(OB(OC1(C)C)C1=CC=C(C=C1)NS(=O)(=O)C)C (N-(4-(4,4,5,5-tetramethyl-1,3,2-dioxaborolan-2-yl)phenyl)methanesulfonamide), C([O-])([O-])=O.[K+].[K+] (potassium carbonate), CI (methyl iodide). Run in C(Cl)Cl (CH2Cl2), CC(=O)C (acetone). Reaction conditions: time 18 hour. Product: CN(S(=O)(=O)C)C1=CC=C(C=C1)B1OC(C(O1)(C)C)(C)C (N-methyl-N-(4-(4,4,5,5-tetramethyl-1,3,2-dioxaborolan-2-yl)phenyl)methanesulfonamide). RXN SMILES: [CH3:1][C:2]1([CH3:20])[C:6]([CH3:8])([CH3:7])[O:5][B:4]([C:9]2[CH:14]=[CH:13][C:12]([NH:15][S:16]([CH3:19])(=[O:18])=[O:17])=[CH:11][CH:10]=2)[O:3]1.[C:21](=O)([O-])[O-].[K+].[K+].CI>CC(C)=O.C(Cl)Cl>[CH3:21][N:15]([C:12]1[CH:11]=[CH:10][C:9]([B:4]2[O:3][C:2]([CH3:20])([CH3:1])[C:6]([CH3:7])([CH3:8])[O:5]2)=[CH:14][CH:13]=1)[S:16]([CH3:19])(=[O:18])=[O:17] |f:1.2.3|. Procedure details: To a suspension of N-(4-(4,4,5,5-tetramethyl-1,3,2-dioxaborolan-2-yl)phenyl)methanesulfonamide (0.5 g, 1.7 mmol) and potassium carbonate (0.28 g, 2.0 mmol) in acetone (10 mL) was added methyl iodide (0.12 mL, 2.0 mmol). The mixture was stirred at room temperature for 18 hours under atmosphere of nitrogen, then diluted with CH2Cl2 (20 mL), filtered through a plug of diatomaceous earth, rinsed with CH2Cl2 and evaporated to give product as a off-white solid. MS (m/z): 312 (M+H)+.